From a dataset of the Open Reaction Database (ORD), a public repository of structured organic reaction records. describe an organic reaction: reactants, conditions, products, and yield Reactants: O=Cc1cc(Cl)ccc1O, O=C1Cc2ccc(NC(=O)C3CCCC3)cc2N1. Product: O=C1Nc2cc(NC(=O)C3CCCC3)ccc2C1=Cc1cc(Cl)ccc1O. Reaction SMILES: [Cl:19][c:20]1[cH:21][cH:22][c:23]([OH:28])[c:24]([CH:25]=[O:26])[cH:27]1.[O:1]=[C:2]1[NH:3][c:4]2[cH:5][c:6]([NH:11][C:12](=[O:13])[CH:14]3[CH2:15][CH2:16][CH2:17][CH2:18]3)[cH:7][cH:8][c:9]2[CH2:10]1>>[O:1]=[C:2]1[NH:3][c:4]2[cH:5][c:6]([NH:11][C:12](=[O:13])[CH:14]3[CH2:15][CH2:16][CH2:17][CH2:18]3)[cH:7][cH:8][c:9]2[C:10]1=[CH:25][c:24]1[c:23]([OH:28])[cH:22][cH:21][c:20]([Cl:19])[cH:27]1. Reactants: [Li+].[OH-] (LiOH), S([O-])(O)(=O)=O.[Na+] (sodium bisulfate), O (water), C(C)(C)(C)OC(=O)N(C1=NC=CC2=CC(=CC=C12)NC1C2=CC(=C(C(COC(NC=3C=CC(=C(CN(C1=O)C)C3)C(=O)OC)=O)(F)F)C(=C2)C)C)C(=O)OC(C)(C)C (Methyl 2-[(1-{bis[(tert-butoxy)carbonyl]amino}isoquinolin-6-yl)amino]-15,15-difluoro-4,17,20-trimethyl-3,12-dioxo-13-oxa-4,11-diazatricyclo[14.2.2.16,10]henicosa-1(18),6,8,10 (21),16,19-hexaene-7-carboxylate). The solvent is O1CCOCC1 (dioxane). Run at time 4.5 hour. Product: C(C)(C)(C)OC(=O)N(C1=NC=CC2=CC(=CC=C12)NC1C2=CC(=C(C(COC(NC=3C=CC(=C(CN(C1=O)C)C3)C(=O)O)=O)(F)F)C(=C2)C)C)C(=O)OC(C)(C)C (2-[(1-{Bis[(tert-butoxy)carbonyl]amino}isoquinolin-6-yl)amino]-15,15-difluoro-4,17,20-trimethyl-3,12-dioxo-13-oxa-4,11-diazatricyclo[14.2.2.16,10]henicosa-1(18),6,8,10 (21),16,19-hexaene-7-carboxylic acid). The yield is 100.0%. As a reaction SMILES: [Li+].[OH-].O.[C:4]([O:8][C:9]([N:11]([C:55]([O:57][C:58]([CH3:61])([CH3:60])[CH3:59])=[O:56])[C:12]1[C:21]2[C:16](=[CH:17][C:18]([NH:22][CH:23]3[C:40](=[O:41])[N:39]([CH3:42])[CH2:38][C:37]4[CH:43]=[C:33]([CH:34]=[CH:35][C:36]=4[C:44]([O:46]C)=[O:45])[NH:32][C:31](=[O:48])[O:30][CH2:29][C:28]([F:50])([F:49])[C:27]4[C:51]([CH3:53])=[CH:52][C:24]3=[CH:25][C:26]=4[CH3:54])=[CH:19][CH:20]=2)[CH:15]=[CH:14][N:13]=1)=[O:10])([CH3:7])([CH3:6])[CH3:5].S(=O)(=O)(O)[O-].[Na+]>O1CCOCC1>[C:4]([O:8][C:9]([N:11]([C:55]([O:57][C:58]([CH3:61])([CH3:60])[CH3:59])=[O:56])[C:12]1[C:21]2[C:16](=[CH:17][C:18]([NH:22][CH:23]3[C:40](=[O:41])[N:39]([CH3:42])[CH2:38][C:37]4[CH:43]=[C:33]([CH:34]=[CH:35][C:36]=4[C:44]([OH:46])=[O:45])[NH:32][C:31](=[O:48])[O:30][CH2:29][C:28]([F:50])([F:49])[C:27]4[C:26]([CH3:54])=[CH:25][C:24]3=[CH:52][C:51]=4[CH3:53])=[CH:19][CH:20]=2)[CH:15]=[CH:14][N:13]=1)=[O:10])([CH3:6])([CH3:7])[CH3:5] |f:0.1,4.5|. Procedure details: To a flask containing LiOH (38.7 mg, 1.617 mmol) was added water (8 mL). A solution of 4C (130 mg, 0.162 mmol) in dioxane (10 mL) was added and the reaction was stirred for 4.5 h. The reaction was partially evaporated to remove the dioxane then transferred to a funnel using H2O (3 mL) and EtOAc (3 mL). To the mixture was added 1N sodium bisulfate (3.23 mL, 3.23 mmol) followed by extraction with EtOAc (4×8 mL). The combined organics were dried (Na2SO4), filtered and concentrated to leave 4D (128 ...